From a dataset of the Open Reaction Database (ORD), a public repository of structured organic reaction records. describe an organic reaction: reactants, conditions, products, and yield The reactants are C(C)O (ethanol), ClC1=CC=C(C=C1)S(=O)(=O)CC1=NOC=N1 (3-[(4-chlorophenylsulfonyl)methyl]-1, 2,4-oxadiazole), 5-carboxylic acid ethyl ester, NN (hydrazine), C(C)O (ethanol). Reaction conditions: time 5 hour. Product: ClC1=CC=C(C=C1)S(=O)(=O)CC1=NOC(=N1)C(=O)NN (3-[(4-Chlorophenylsulfonyl)Methyl]-1,2,4-Oxadiazole-5-Carboxylic Acid Hydrazide). RXN SMILES: [NH2:1][NH2:2].[Cl:3][C:4]1[CH:9]=[CH:8][C:7]([S:10]([CH2:13][C:14]2[N:18]=[CH:17][O:16][N:15]=2)(=[O:12])=[O:11])=[CH:6][CH:5]=1.[CH2:19]([OH:21])C>>[Cl:3][C:4]1[CH:9]=[CH:8][C:7]([S:10]([CH2:13][C:14]2[N:18]=[C:17]([C:19]([NH:1][NH2:2])=[O:21])[O:16][N:15]=2)(=[O:12])=[O:11])=[CH:6][CH:5]=1. Procedure: Five ml. of 95% hydrazine (.15 moles) in ethanol was added slowly, with stirring, to 3-[(4-chlorophenylsulfonyl)methyl]-1, 2,4-oxadiazole, 5-carboxylic acid ethyl ester suspended in ethanol at 5° C. This reaction mixture was stirred in ice for 5 hours and then overnight at room temperature. The product was filtered off and recrystallized from ethanol to give 8 g. of the product, with m.p. 177° C. The reactants are C(C1=CC=CC=C1)Cl (benzyl chloride), S-α,β-Isopropylidene glycerol, [H-].[Na+] (sodium hydride), C(OC)COC (dimethoxyethane), CS(=O)C (dimethylsulphoxide). Run at time 0.25 hour. Yields the product C(C1=CC=CC=C1)OCC1=CC=CC=C1 (benzyl ether). RXN SMILES: [H-].[Na+].CS(C)=O.[CH2:7](Cl)[C:8]1[CH:13]=[CH:12][CH:11]=[CH:10][CH:9]=1.[CH2:15]([CH2:18]OC)[O:16]C>>[CH2:7]([O:16][CH2:15][C:18]1[CH:12]=[CH:13][CH:8]=[CH:9][CH:10]=1)[C:8]1[CH:13]=[CH:12][CH:11]=[CH:10][CH:9]=1 |f:0.1|. Reported procedure: S-α,β-Isopropylidene glycerol (2.53 g, 0.0191M) was added dropwise to a stirred slurry of sodium hydride (1.08 g of a 50% dispersion in oil, 0.021M) in dry dimethoxyethane (15 ml) containing dry dimethylsulphoxide (3 ml). The reaction mixture was stirred at room temperature for 0.25 hours and then treated with benzyl chloride (2.66 g, 0.021 M). The reaction mixture was heated at 80° C. for 3 hours. The solvent was evaporated off under reduced pressure and the residue was treated with water and e...